Task: describe an organic reaction: reactants, conditions, products, and yield. Dataset: the Open Reaction Database (ORD), a public repository of structured organic reaction records Reactants: CN, CO, Cc1cc([N+](=O)[O-])ccc1N=C1NC(CCl)CS1. The product is CNCC1CSC(=Nc2ccc([N+](=O)[O-])cc2C)N1. Reaction SMILES: [CH3:1][NH2:2].[CH3:21][OH:22].[CH3:3][c:4]1[c:5]([N:13]=[C:14]2[S:15][CH2:16][CH:17]([CH2:19][Cl:20])[NH:18]2)[cH:6][cH:7][c:8]([N+:10](=[O:11])[O-:12])[cH:9]1>>[CH3:1][NH:2][CH2:19][CH:17]1[CH2:16][S:15][C:14](=[N:13][c:5]2[c:4]([CH3:3])[cH:9][c:8]([N+:10](=[O:11])[O-:12])[cH:7][cH:6]2)[NH:18]1. Reactants: ClCCN1C(NC2=C1C=CC=C2)=O (1-(2-chloroethyl)-2,3-dihydro-2-oxo-1H-benzimidazole), ClCCN1C(NC2=C1C=CC=C2)=O (1-(2-chloroethyl)-2,3-dihydro-2-oxo-1H-benzimidazole), [I-].[Na+] (sodium iodide), [N-]=[N+]=[N-].[Na+] (sodium azide). Run in CN(C=O)C (dimethylformamide). Conditions: temperature 120 celsius. Yields the product N(=[N+]=[N-])CCN1C(NC2=C1C=CC=C2)=O (1-(2-azidoethyl)-2,3-dihydro-2-oxo-1H-benzimidazole). Yield: 98.9%. Reaction SMILES: Cl[CH2:2][CH2:3][N:4]1[C:8]2[CH:9]=[CH:10][CH:11]=[CH:12][C:7]=2[NH:6][C:5]1=[O:13].[I-].[Na+].[N-:16]=[N+:17]=[N-:18].[Na+]>CN(C)C=O>[N:16]([CH2:2][CH2:3][N:4]1[C:8]2[CH:9]=[CH:10][CH:11]=[CH:12][C:7]=2[NH:6][C:5]1=[O:13])=[N+:17]=[N-:18] |f:1.2,3.4|. Reported procedure: In 30 ml of dimethylformamide were dissolved 1.5 g of the above 1:1 (approx.) mixture of Compound h and Compound h', 1.5 g (9.9 mmol) of sodium iodide and 5.0 g (76.3 mmol) of sodium azide and the solution was heated at 120° C. for 48 hours. After cooling, the solvent was distilled off and 50 ml of ethyl acetate was added to the residue. The insolubles were filtered off and the filtrate was washed twice with 5% aqueous sodium thiosulfate solution and, then, three times with saturated aqueous sod... Reactants: CC(OC(=O)c1ccc([N+](=O)[O-])cc1)C(NC(=O)OC(C)(C)C)c1cc(F)c(F)c(F)c1, O=C([O-])[O-], C1CCOC1, CCOC(C)=O, CO, [K+], [K+], O. Product: CC(O)C(NC(=O)OC(C)(C)C)c1cc(F)c(F)c(F)c1. RXN SMILES: [C:14]([CH3:15])([CH3:16])([CH3:17])[O:18][C:19](=[O:20])[NH:21][CH:22]([CH:23]([CH3:24])[O:25][C:26](=[O:27])[c:28]1[cH:29][cH:30][c:31]([N+:32]([O-:33])=[O:34])[cH:35][cH:36]1)[c:37]1[cH:38][c:39]([F:45])[c:40]([F:44])[c:41]([F:43])[cH:42]1.[C:1](=[O:2])([O-:3])[O-:4].[CH2:9]1[O:10][CH2:11][CH2:12][CH2:13]1.[CH3:47][CH2:48][O:49][C:50](=[O:51])[CH3:52].[CH3:7][OH:8].[K+:5].[K+:6].[OH2:46]>>[C:14]([CH3:15])([CH3:16])([CH3:17])[O:18][C:19](=[O:20])[NH:21][CH:22]([CH:23]([CH3:24])[OH:25])[c:37]1[cH:38][c:39]([F:45])[c:40]([F:44])[c:41]([F:43])[cH:42]1.